From a dataset of the Open Reaction Database (ORD), a public repository of structured organic reaction records. describe an organic reaction: reactants, conditions, products, and yield Starting materials: ClC1=NC=C(C(=N1)Cl)NC(C)C (2,4-dichloro-N-isopropylpyrimidin-5-amine), Cl.N1C(COCC1)C(=O)O (morpholine-3-carboxylic acid hydrochloride), CCN(C(C)C)C(C)C (DIPEA), CS(=O)C (DMSO). Solvent: O (water). Reaction conditions: temperature 100 celsius, time 2 hour. The product is ClC1=NC=2N3C(C(N(C2C=N1)C(C)C)=O)COCC3 (2-chloro-5-isopropyl-6a,7,9,10-tetrahydro-[1,4]oxazino[3,4-h]pteridin-6(5H)-one). Isolated yield 93.1%. RXN SMILES: [Cl:1][C:2]1[N:7]=[C:6](Cl)[C:5]([NH:9][CH:10]([CH3:12])[CH3:11])=[CH:4][N:3]=1.Cl.[NH:14]1[CH2:19][CH2:18][O:17][CH2:16][CH:15]1[C:20](O)=[O:21].CCN(C(C)C)C(C)C.CS(C)=O>O>[Cl:1][C:2]1[N:3]=[CH:4][C:5]2[N:9]([CH:10]([CH3:12])[CH3:11])[C:20](=[O:21])[CH:15]3[CH2:16][O:17][CH2:18][CH2:19][N:14]3[C:6]=2[N:7]=1 |f:1.2|. Procedure: A round-bottom flask was charged with 2,4-dichloro-N-isopropylpyrimidin-5-amine (940 mg, 4.56 mmol), morpholine-3-carboxylic acid hydrochloride (994 mg, 5.93 mmol), DIPEA (3.19 mL, 18.25 mmol) and DMSO (8 mL). The flask was heated overnight at 100° C. The solution was diluted with water and refrigerated for 2 hours. The aqueous solution was extracted twice with EtOAc. The organic layers were combined, dried over magnesium sulfate, filtered, and evaporated in vacuo to give 2-chloro-5-isopropyl-6a... Reactants: ClC=1N=C(C2=C(N1)C=C(S2)C=O)N2CCOCC2 (2-chloro-4-morpholin-4-yl-thieno[3,2-d]pyrimidine-6-carbaldehyde), CS(=O)(=O)N1CC(NCC1)(C)C (1-methanesulfonyl-3,3-dimethyl-piperazine). The product is ClC=1N=C(C2=C(N1)C=C(S2)CN2C(CN(CC2)S(=O)(=O)C)(C)C)N2CCOCC2 (2-chloro-6-(4-methanesulfonyl-2,2-dimethyl-piperazin-1-ylmethyl)-4-morpholin-4-yl-thieno[3,2-d]pyrimidine). Reaction SMILES: [Cl:1][C:2]1[N:3]=[C:4]([N:13]2[CH2:18][CH2:17][O:16][CH2:15][CH2:14]2)[C:5]2[S:10][C:9]([CH:11]=O)=[CH:8][C:6]=2[N:7]=1.[CH3:19][S:20]([N:23]1[CH2:28][CH2:27][NH:26][C:25]([CH3:30])([CH3:29])[CH2:24]1)(=[O:22])=[O:21]>>[Cl:1][C:2]1[N:3]=[C:4]([N:13]2[CH2:18][CH2:17][O:16][CH2:15][CH2:14]2)[C:5]2[S:10][C:9]([CH2:11][N:26]3[CH2:27][CH2:28][N:23]([S:20]([CH3:19])(=[O:22])=[O:21])[CH2:24][C:25]3([CH3:30])[CH3:29])=[CH:8][C:6]=2[N:7]=1. Procedure details: Reaction between 2-chloro-4-morpholin-4-yl-thieno[3,2-d]pyrimidine-6-carbaldehyde and 1-methanesulfonyl-3,3-dimethyl-piperazine using procedure C yielded 2-chloro-6-(4-methanesulfonyl-2,2-dimethyl-piperazin-1-ylmethyl)-4-morpholin-4-yl-thieno[3,2-d]pyrimidine. This compound was subjected to procedure A to yield the desired final compound which was purified using flash chromatography. The reactants are Clc1nc2ccc(Br)cc2s1, CCO, CN, Cl. Product: CNc1nc2ccc(Br)cc2s1. RXN SMILES: [Br:1][c:2]1[cH:3][c:4]2[c:5]([n:6][c:7]([Cl:9])[s:8]2)[cH:10][cH:11]1.[CH3:12][CH2:13][OH:14].[CH3:15][NH2:16].[ClH:17]>>[Br:1][c:2]1[cH:3][c:4]2[c:5]([n:6][c:7]([NH:16][CH3:15])[s:8]2)[cH:10][cH:11]1. Conditions: time 15 minute. Yields the product C1C(OCCC12CCCCC2)O (3-Oxaspiro[5.5]undecan-2-ol). Procedure: To a solution of 3-oxaspiro[5.5]undecan-2-one (1.68 g) in diethyl ether (50 mL) was added a 1M solution of diisobutylaluminum hydride in diethyl ether (15.0 mL) under ice cooling. The solution was stirred under ice cooling for 15 minutes. Diethyl ether (100 mL) was then added to the solution, followed by successive addition of water (0.6 mL) and a 15% aqueous sodium hydroxide solution (0.6 mL). The solution was stirred at room temperature for 30 minutes. Water (1.8 mL) was then added to the solu... RXN SMILES: [CH2:1]1[C:6]2([CH2:11][CH2:10][CH2:9][CH2:8][CH2:7]2)[CH2:5][CH2:4][O:3][C:2]1=[O:12].[H-].C([Al+]CC(C)C)C(C)C.O.[OH-].[Na+]>C(OCC)C>[CH2:1]1[C:6]2([CH2:11][CH2:10][CH2:9][CH2:8][CH2:7]2)[CH2:5][CH2:4][O:3][CH:2]1[OH:12] |f:1.2,4.5|. Run in C(C)OCC (Diethyl ether), C(C)OCC (diethyl ether), C(C)OCC (diethyl ether). Starting materials: O (water), [OH-].[Na+] (sodium hydroxide), C1C(OCCC12CCCCC2)=O (3-oxaspiro[5.5]undecan-2-one), solution, [H-].C(C(C)C)[Al+]CC(C)C (diisobutylaluminum hydride), O (Water). Isolated yield 80.0%.